From a dataset of the Open Reaction Database (ORD), a public repository of structured organic reaction records. describe an organic reaction: reactants, conditions, products, and yield The reactants are trialkylaluminum, FC1=C(C(=C(C(=C1B(C1=C(C(=C(C(=C1F)F)F)F)F)C1=C(C(=C(C(=C1F)F)F)F)F)F)F)F)F (tris(pentafluorophenyl)boron), C(C)[Al](CC)CC (triethylaluminum), solution, glass, Teflon, C12=C(CCC(C1(C)C)C2)C (pinene), C12C=CC(CC1)C2 (norbornene). Reagents/catalysts: C(C)OC(CCCCC)=O.[Ni] (nickel ethylhexanoate), [Ni] (nickel). Run in CO (methanol), mineral spirits, C1CCCCC1 (cyclohexane), CO (methanol), ClC1=CC=CC=C1 (chlorobenzene). Reaction conditions: time 60 minute. The product is CC1(C2CCC(=C)C1C2)C (β-Pinene). RXN SMILES: [C:1]12[CH2:9][CH:5]([C:6]1([CH3:8])[CH3:7])[CH2:4][CH2:3][C:2]=2[CH3:10].C12CC(CC1)C=C2.FC1C(B(C2C(F)=C(F)C(F)=C(F)C=2F)C2C(F)=C(F)C(F)=C(F)C=2F)=C(F)C(F)=C(F)C=1F.C([Al](CC)CC)C>C1CCCCC1.C(OC(=O)CCCCC)C.[Ni].[Ni].CO.ClC1C=CC=CC=1>[CH3:7][C:6]1([CH3:8])[CH:1]2[CH2:9][CH:5]1[CH2:4][CH2:3][C:2]2=[CH2:10] |f:5.6|. Procedure: To a 50 ml glass vial equipped with a Teflon® coated stirbar was added -pinene (2.5 ml), norbornene (5 g, 53.1 mmol) and chlorobenzene (35 ml). To this stirred solution at ambient temperature was added nickel ethylhexanoate (0.01 ml of an 8% w nickel solution in mineral spirits, 13 μmol) tris(pentafluorophenyl)boron (117 μmol in petroleum naphtha) and triethylaluminum (0.077 ml of a 1.7 molar solution in cyclohexane, 130 μmol). Immediately upon addition of the trialkylaluminum the reaction mixtu...